This data is from the Open Reaction Database (ORD), a public repository of structured organic reaction records. The task is: describe an organic reaction: reactants, conditions, products, and yield Reactants: C=CC(F)(F)Br, O=C([O-])[O-], Cc1nc(N2CCc3ccccc3CC2)c(C#N)c(=O)[nH]1, CN(C)C=O, [K+], [K+]. Yields the product Cc1nc(N2CCc3ccccc3CC2)c(C#N)c(=O)n1CC=C(F)F. Reaction SMILES: [Br:22][C:23]([CH:24]=[CH2:25])([F:26])[F:27].[C:28](=[O:29])([O-:30])[O-:31].[CH3:1][c:2]1[nH:3][c:4](=[O:21])[c:5]([C:19]#[N:20])[c:6]([N:8]2[CH2:9][CH2:10][c:11]3[c:12]([cH:15][cH:16][cH:17][cH:18]3)[CH2:13][CH2:14]2)[n:7]1.[CH3:34][N:35]([CH3:36])[CH:37]=[O:38].[K+:32].[K+:33]>>[CH3:1][c:2]1[n:3]([CH2:25][CH:24]=[C:23]([F:26])[F:27])[c:4](=[O:21])[c:5]([C:19]#[N:20])[c:6]([N:8]2[CH2:9][CH2:10][c:11]3[c:12]([cH:15][cH:16][cH:17][cH:18]3)[CH2:13][CH2:14]2)[n:7]1. The reactants are C(C=C)I (Allyl iodide), [H-].[Na+] (NaH), ice, C(CCC)C1C(C2=CC=C(C=C2CC1)OC)=O (2-butyl-6-methoxy-3,4-dihydro-1(2H)-naphthalenone), C(C=C)I (Allyl iodide). The solvent is CN(C)C=O (DMF). Conditions: temperature 2.5 celsius, time 45 minute. Yields the product C(C=C)C1(C(C2=CC=C(C=C2CC1)OC)=O)CCCC (2-allyl-2-butyl-6-methoxy-3,4-dihydro-1(2H)-naphthalenone). RXN SMILES: [H-].[Na+].[CH2:3]([CH:7]1[CH2:16][CH2:15][C:14]2[C:9](=[CH:10][CH:11]=[C:12]([O:17][CH3:18])[CH:13]=2)[C:8]1=[O:19])[CH2:4][CH2:5][CH3:6].[CH2:20](I)[CH:21]=[CH2:22]>CN(C=O)C>[CH2:22]([C:7]1([CH2:3][CH2:4][CH2:5][CH3:6])[CH2:16][CH2:15][C:14]2[C:9](=[CH:10][CH:11]=[C:12]([O:17][CH3:18])[CH:13]=2)[C:8]1=[O:19])[CH:21]=[CH2:20] |f:0.1|. Procedure: NaH (0.32 g of a 60% dispersion in mineral oil, 8.0 mmol) was added to an ice-cold solution of 2-butyl-6-methoxy-3,4-dihydro-1(2H)-naphthalenone (1.55 g, 6.7 mmol) in anhydrous DMF (30 mL). The mixture was purged with N2 and stirred at 0-5° C. for 45 minutes. Allyl iodide (0.91 mL, 10.0 mmol) was added and, after a few minutes, the cooling bath was removed and the mixture was stirred overnight at room temperature. Additional NaH (0.16 g of a 61.1% dispersion in mineral oil, 4.1 mmol) was added a...